From a dataset of the Open Reaction Database (ORD), a public repository of structured organic reaction records. describe an organic reaction: reactants, conditions, products, and yield The reactants are CC(C(=O)O)(C)C1=CC=CC=C1 (2-methyl-2-phenyl-propionic acid), aqueous solution, CN(C)Cl (dimethylamino hydrochloride), C([O-])([O-])=O.[K+].[K+] (potassium carbonate), S(=O)(Cl)Cl (thionyl chloride), S(=O)(Cl)Cl (thionyl chloride), Cl (HCl). Run in C1(=CC=CC=C1)C (toluene), O (water), C(C)(C)(C)OC (tert-butylmethyl ether). Reaction conditions: time 8 hour. Product: CN(C(C(C)(C1=CC=CC=C1)C)=O)C (2-methyl-2-phenyl-propionic acid, dimethylamide). Yield: 88.0%. As a reaction SMILES: [CH3:1][C:2]([C:7]1[CH:12]=[CH:11][CH:10]=[CH:9][CH:8]=1)([CH3:6])[C:3](O)=[O:4].S(Cl)(Cl)=O.C(=O)([O-])[O-].[K+].[K+].[CH3:23][N:24](Cl)[CH3:25].Cl>C1(C)C=CC=CC=1.O.C(OC)(C)(C)C>[CH3:23][N:24]([CH3:25])[C:3](=[O:4])[C:2]([CH3:6])([C:7]1[CH:12]=[CH:11][CH:10]=[CH:9][CH:8]=1)[CH3:1] |f:2.3.4|. Reported procedure: Dissolve 2-methyl-2-phenyl-propionic acid (15.08, 91.2 mmol) in toluene (80 mL) and add, by dropwise addition over 5 minutes, thionyl chloride (15 mL, 206 mmol). Stir at room temperature overnight, add additional thionyl chloride (3 mL, 41.1 mmol) and heat to reflux for 1 hour. Remove excess thionyl chloride by azeotropic distillation with toluene (40 mL). Add toluene (20 mL) to the reaction mixture along with a solution of potassium carbonate (28.0 g, 203 mmol) in water (40 mL). Add, by dropwis... The solvent is O (water), C1(=CC=CC=C1)C (toluene), CN1C(CCC1)=O (N-methyl-2-pyrrolidone). Reaction conditions: time 1 hour. Starting materials: C(C)(=O)NC(C(=O)OCC)C(=O)OCC (diethyl acetamidomalonate), [H-].[Na+] (sodium hydride), C1(=CC=CC=C1)C(C1=CC=CC=C1)(Cl)Cl (Diphenylmethylene chloride), [I-].[K+] (potassium iodide). RXN SMILES: [C:1]([NH:4][CH:5](C(OCC)=O)[C:6]([O:8]CC)=[O:7])(=[O:3])[CH3:2].[H-].[Na+].[C:18]1([C:24](Cl)(Cl)[C:25]2[CH:30]=[CH:29][CH:28]=[CH:27][CH:26]=2)[CH:23]=[CH:22][CH:21]=[CH:20][CH:19]=1.[I-].[K+]>CN1CCCC1=O.O.C1(C)C=CC=CC=1>[C:1]([NH:4][CH:5]([CH:24]([C:25]1[CH:30]=[CH:29][CH:28]=[CH:27][CH:26]=1)[C:18]1[CH:23]=[CH:22][CH:21]=[CH:20][CH:19]=1)[C:6]([OH:8])=[O:7])(=[O:3])[CH3:2] |f:1.2,4.5|. The yield is 70.6%. The product is C(C)(=O)NC(C(=O)O)C(C1=CC=CC=C1)C1=CC=CC=C1 (2-acetylamino-3,3-diphenylpropanoic acid). Procedure: To a solution (1.25 M) of diethyl acetamidomalonate (6.79 g, 31.25 mmol) in N-methyl-2-pyrrolidone (25 mL) was added 60% sodium hydride (1.25 g, 31.25 mmol), and the mixture was stirred at room temperature for 1 hr. Diphenylmethylene chloride (4.45 mL, 25.0 mmol) and potassium iodide (4.15 g, 25 mmol) were added, and the mixture was stirred at 50° C. for 7 hrs. After completion of the reaction, toluene (75 mL) and water (31.5 mL) were added to the reaction mixture, and the mixture was partitione... The reactants are BrC=1C=C(NC1C)C(=O)OC1=C(C(=C(C(=C1F)F)F)F)F (Pentafluorophenyl 4-bromo-5-methyl-1H-pyrrole-2-carboxylate), BrC=1C=C(NC1C)C(=O)OC1=C(C(=C(C(=C1F)F)F)F)F (Pentafluorophenyl 4-bromo-5-methyl-1H-pyrrole-2-carboxylate), TEA, ClC1=CC=CC(=N1)N1CCC(CC1)NC(OC(C)(C)C)=O (tert-Butyl [1-(6-chloropyridin-2-yl)piperidin-4-yl]carbamate), ClC1=CC=CC(=N1)N1CCC(CC1)NC(OC(C)(C)C)=O (tert-Butyl [1-(6-chloropyridin-2-yl)piperidin-4-yl]carbamate), CO (MeOH). Yield: 27.1%. Reaction SMILES: Cl[C:2]1[N:7]=[C:6]([N:8]2[CH2:13][CH2:12][CH:11]([NH:14][C:15](=[O:21])OC(C)(C)C)[CH2:10][CH2:9]2)[CH:5]=[CH:4][CH:3]=1.[CH3:22][OH:23].[Br:24][C:25]1[CH:26]=[C:27](C(OC2C(F)=C(F)C(F)=C(F)C=2F)=O)[NH:28][C:29]=1[CH3:30]>C[O-].[Na+]>[Br:24][C:25]1[CH:26]=[C:27]([C:15]([NH:14][CH:11]2[CH2:10][CH2:9][N:8]([C:6]3[CH:5]=[CH:4][CH:3]=[C:2]([O:23][CH3:22])[N:7]=3)[CH2:13][CH2:12]2)=[O:21])[NH:28][C:29]=1[CH3:30] |f:3.4|. Product: BrC=1C=C(NC1C)C(=O)NC1CCN(CC1)C1=NC(=CC=C1)OC (4-Bromo-N-[1-(6-methoxy-2-pyridinyl)-4-piperidinyl]-5-methyl-1H-pyrrole-2-carboxamide). Run at time 2 hour. Reported procedure: tert-Butyl [1-(6-chloropyridin-2-yl)piperidin-4-yl]carbamate (Intermediate 66) (300 mg, 0.99 mmol) was dissolved in 0.5 M solution of sodium methoxide in MeOH (9 ml, 4.45 mmol) at room temperature and the mixture was refluxed for 72 h. The solvent was removed in vacuo, extracted with EtOAc then washed with water. The organic phase was concentrated in vacuo and treated with 4 N hydrochloric acid in dioxane (10 ml) for 2 h. The solvent was removed in vacuo and dried to remove excess hydrochloric a... The solvent is solution, C[O-].[Na+] (sodium methoxide). Starting materials: CC(CCN1C(=NC2=C1C=CC(=C2)C#N)CN2C(NC1=C2C=CC=C1)=O)C (1-(3-Methyl-butyl)-2-(2-oxo-2,3-dihydro-benzoimidazol-1-ylmethyl)-1H-benzoimidazole-5-carbonitrile), ONC(=N)C1=CC2=C(N(C(=N2)CN2C(N(C3=C2C=CC=C3)C(=C)C)=O)CCC(C)C)C=C1 (N-hydroxy-2-(3-isopropenyl-2-oxo-2,3-dihydro-benzoimidazol-1-ylmethyl)-1-(3-methyl-butyl)-1H-benzoimidazole-5-carboxamidine). Product: ONC(=N)C1=CC2=C(N(C(=N2)CN2C(NC3=C2C=CC=C3)=O)CCC(C)C)C=C1 (N-Hydroxy-1-(3-methyl-butyl)-2-(2-oxo-2,3-dihydro-benzoimidazol-1-ylmethyl)-1H-benzoimidazole-5-carboxamidine). RXN SMILES: CC(C)CCN1C2C=CC(C#N)=CC=2N=C1CN1C2C=CC=CC=2NC1=O.[OH:28][NH:29][C:30]([C:32]1[CH:59]=[CH:58][C:35]2[N:36]([CH2:53][CH2:54][CH:55]([CH3:57])[CH3:56])[C:37]([CH2:39][N:40]3[C:44]4[CH:45]=[CH:46][CH:47]=[CH:48][C:43]=4[N:42](C(C)=C)[C:41]3=[O:52])=[N:38][C:34]=2[CH:33]=1)=[NH:31]>>[OH:28][NH:29][C:30]([C:32]1[CH:59]=[CH:58][C:35]2[N:36]([CH2:53][CH2:54][CH:55]([CH3:56])[CH3:57])[C:37]([CH2:39][N:40]3[C:44]4[CH:45]=[CH:46][CH:47]=[CH:48][C:43]=4[NH:42][C:41]3=[O:52])=[N:38][C:34]=2[CH:33]=1)=[NH:31]. Reported procedure: N-Hydroxy-1-(3-methyl-butyl)-2-(2-oxo-2,3-dihydro-benzoimidazol-1-ylmethyl)-1H-benzoimidazole-5-carboxamidine was prepared from 1-(3-Methyl-butyl)-2-(2-oxo-2,3-dihydro-benzoimidazol-1-ylmethyl)-1H-benzoimidazole-5-carbonitrile as described for N-hydroxy-2-(3-isopropenyl-2-oxo-2,3-dihydro-benzoimidazol-1-ylmethyl)-1-(3-methyl-butyl)-1H-benzoimidazole-5-carboxamidine. The reactants are Cc1cc(N)cc(C)c1O, ClCCl, NC1=NN(c2ccccc2)CC1, Cc1ccc(S(=O)(=O)O)cc1. RXN SMILES: [CH3:1][c:2]1[c:3]([OH:10])[c:4]([CH3:9])[cH:5][c:6]([NH2:8])[cH:7]1.[Cl:34][CH2:35][Cl:36].[c:11]1([N:17]2[N:18]=[C:19]([NH2:22])[CH2:20][CH2:21]2)[cH:12][cH:13][cH:14][cH:15][cH:16]1.[c:23]1([CH3:24])[cH:25][cH:26][c:27]([S:28]([OH:29])(=[O:30])=[O:31])[cH:32][cH:33]1>>[CH3:1][c:2]1[c:3]([OH:10])[c:4]([CH3:9])[cH:5][c:6]([NH:8][C:19]2=[N:18][N:17]([c:11]3[cH:12][cH:13][cH:14][cH:15][cH:16]3)[CH2:21][CH2:20]2)[cH:7]1. The product is Cc1cc(NC2=NN(c3ccccc3)CC2)cc(C)c1O. Reactants: OC1=CC2=C(OCO2)C=C1 (5-hydroxy-benzo[1.3]dioxole), C([O-])([O-])=O.[K+].[K+] (potassium carbonate), BrCC#CC (1-bromo-2-butyne). Run in CC(=O)C (acetone). Yields the product C(C#CC)OC1=CC2=C(OCO2)C=C1 (5-(but-2-ynyloxy)-benzo[1.3]dioxole). Reaction SMILES: [OH:1][C:2]1[CH:10]=[CH:9][C:5]2[O:6][CH2:7][O:8][C:4]=2[CH:3]=1.C(=O)([O-])[O-].[K+].[K+].Br[CH2:18][C:19]#[C:20][CH3:21]>CC(C)=O>[CH2:18]([O:1][C:2]1[CH:10]=[CH:9][C:5]2[O:6][CH2:7][O:8][C:4]=2[CH:3]=1)[C:19]#[C:20][CH3:21] |f:1.2.3|. Reported procedure: A mixture of 7.0 g (0.05 moles) of 5-hydroxy-benzo[1.3]dioxole, 6.91 g (0.05 moles) of anhydrous potassium carbonate in ml 25 of acetone was added with 6.65 g (0.05 moles) of 1-bromo-2-butyne. The mixture was heated to reflux for 6 hrs. The mixture was then cooled to room temperature, filtered and the filtrate evaporated u.v (20° C./21 mbar). The residue was then purified on silica gel column (eluant n-hexane: ethyl acetate 3:1 v/v). A liquid product (6.1 g, 95% purity) was obtained whose NMR an...